This data is from the Open Reaction Database (ORD), a public repository of structured organic reaction records. The task is: describe an organic reaction: reactants, conditions, products, and yield The reactants are [OH-].[K+] (potassium hydroxide), S (hydrogen sulfide), ClC(=NN=CC=1C=NC=CC1)C=1C=NC=CC1 (1-chloro-1,4-bis(pyrid-3-yl)-2,3-diazabutadiene). Run in C(C)O (ethanol). Yields the product N1=CC(=CC=C1)C=1SC(NN1)C=1C=NC=CC1 (2,5-bis(pyrid-3-yl)-4,5-dihydro-1,3,4-thiadiazole). RXN SMILES: [OH-].[K+].[SH2:3].Cl[C:5]([C:15]1[CH:16]=[N:17][CH:18]=[CH:19][CH:20]=1)=[N:6][N:7]=[CH:8][C:9]1[CH:10]=[N:11][CH:12]=[CH:13][CH:14]=1>C(O)C>[N:17]1[CH:18]=[CH:19][CH:20]=[C:15]([C:5]2[S:3][CH:8]([C:9]3[CH:10]=[N:11][CH:12]=[CH:13][CH:14]=3)[NH:7][N:6]=2)[CH:16]=1 |f:0.1|. Procedure: To a solution of 6.7 g (0.1 mole) of 85% potassium hydroxide in 190 ml of ethanol which has been freshly saturated with hydrogen sulfide are added 24.3 g (0.1 mole) of 1-chloro-1,4-bis(pyrid-3-yl)-2,3-diazabutadiene at low temperature. After 2 hours the solvent is removed by evaporation under vacuum and the residue is dissolved in ethyl acetate. The ethyl acetate solution is washed with water and with a saturated solution of sodium chloride, then dried over sodium sulfate, filtered, and the filt...